Dataset: the Open Reaction Database (ORD), a public repository of structured organic reaction records. Task: describe an organic reaction: reactants, conditions, products, and yield The reactants are [OH-].[Na+] (NaOH), NC1CCN(CC1)C1=CN=CC(=N1)C1=CNC2=CC=C(C=C12)C(=O)OC (methyl 3-(6-(4-aminopiperidin-1-yl)pyrazin-2-yl)-1H-indole-5-carboxylate), Cl (HCl). Solvent: C1CCOC1 (THF). Reaction conditions: temperature 60 celsius, time 2 hour. The product is NC1CCN(CC1)C1=CN=CC(=N1)C1=CNC2=CC=C(C=C12)C(=O)O (3-(6-(4-aminopiperidin-1-yl)pyrazin-2-yl)-1H-indole-5-carboxylic acid). Isolated yield 52.3%. RXN SMILES: [NH2:1][CH:2]1[CH2:7][CH2:6][N:5]([C:8]2[N:13]=[C:12]([C:14]3[C:22]4[C:17](=[CH:18][CH:19]=[C:20]([C:23]([O:25]C)=[O:24])[CH:21]=4)[NH:16][CH:15]=3)[CH:11]=[N:10][CH:9]=2)[CH2:4][CH2:3]1.[OH-].[Na+].Cl>C1COCC1>[NH2:1][CH:2]1[CH2:3][CH2:4][N:5]([C:8]2[N:13]=[C:12]([C:14]3[C:22]4[C:17](=[CH:18][CH:19]=[C:20]([C:23]([OH:25])=[O:24])[CH:21]=4)[NH:16][CH:15]=3)[CH:11]=[N:10][CH:9]=2)[CH2:6][CH2:7]1 |f:1.2|. Reported procedure: To mixture of methyl 3-(6-(4-aminopiperidin-1-yl)pyrazin-2-yl)-1H-indole-5-carboxylate (236) (60 mg, 0.17 mmol) in THF (1 mL) was added 10% NaOH solution (1 mL). The reaction mixture was heated at 60° C. for 24 h and cooled to 0° C. 1N HCl solution was added to the mixture to attain pH7. The resulting mixture was stirred at RT for 2 h. The resulting precipitate was collected by filtration, washed with water and dried under vacuum to obtain the title compound (30 mg, 57%). MS (ESI, pos. ion) m/z:... Starting materials: COC(=O)N1CCC(=O)C(C)C1, NCc1ccccc1. Yields the product COC(=O)N1CCC(NCc2ccccc2)C(C)C1. Reaction SMILES: [CH3:1][O:2][C:3](=[O:4])[N:5]1[CH2:6][CH:7]([CH3:12])[C:8](=[O:11])[CH2:9][CH2:10]1.[NH2:13][CH2:14][c:15]1[cH:16][cH:17][cH:18][cH:19][cH:20]1>>[CH3:1][O:2][C:3](=[O:4])[N:5]1[CH2:6][CH:7]([CH3:12])[CH:8]([NH:13][CH2:14][c:15]2[cH:16][cH:17][cH:18][cH:19][cH:20]2)[CH2:9][CH2:10]1.